This data is from the Open Reaction Database (ORD), a public repository of structured organic reaction records. The task is: describe an organic reaction: reactants, conditions, products, and yield The reactants are C([O-])([O-])=O.[K+].[K+] (potassium carbonate), OC1=C(C=CC(=C1CCC)O)C(C)=O (1-(2,4-dihydroxy-3-propylphenyl)ethanone), C(C)OC(CCCOC1=C(C(=C(C=C1)C(C)=O)OCCOCCOCCOCCBr)CCC)=O (4-[4-acetyl-3-[2-[2-[2-(2-bromoethoxy)ethoxy]ethoxy]ethoxy]-2-propylphenoxy]butanoic acid ethyl ester), C([O-])([O-])=O.[K+].[K+] (potassium carbonate). Solvent: CC(=O)C (acetone). Conditions: time 25 hour. Product: C(C)OC(CCCOC1=C(C(=C(C=C1)C(C)=O)OCCOCCOCCOCCOC1=C(C(=C(C=C1)C(C)=O)O)CCC)CCC)=O (4-[4-acetyl-3-[2-[2-[2-[2-(4-acetyl-3-hydroxy-2-propylphenoxy)ethoxy]ethoxy]ethoxy]ethoxy]-2-propylphenoxy]butanoic acid ethyl ester). Isolated yield 71.2%. RXN SMILES: [OH:1][C:2]1[C:7]([CH2:8][CH2:9][CH3:10])=[C:6]([OH:11])[CH:5]=[CH:4][C:3]=1[C:12](=[O:14])[CH3:13].[CH2:15]([O:17][C:18](=[O:48])[CH2:19][CH2:20][CH2:21][O:22][C:23]1[CH:28]=[CH:27][C:26]([C:29](=[O:31])[CH3:30])=[C:25]([O:32][CH2:33][CH2:34][O:35][CH2:36][CH2:37][O:38][CH2:39][CH2:40][O:41][CH2:42][CH2:43]Br)[C:24]=1[CH2:45][CH2:46][CH3:47])[CH3:16].C(=O)([O-])[O-].[K+].[K+]>CC(C)=O>[CH2:15]([O:17][C:18](=[O:48])[CH2:19][CH2:20][CH2:21][O:22][C:23]1[CH:28]=[CH:27][C:26]([C:29](=[O:31])[CH3:30])=[C:25]([O:32][CH2:33][CH2:34][O:35][CH2:36][CH2:37][O:38][CH2:39][CH2:40][O:41][CH2:42][CH2:43][O:11][C:6]2[CH:5]=[CH:4][C:3]([C:12](=[O:14])[CH3:13])=[C:2]([OH:1])[C:7]=2[CH2:8][CH2:9][CH3:10])[C:24]=1[CH2:45][CH2:46][CH3:47])[CH3:16] |f:2.3.4|. Reported procedure: A mixture of 0.9500 g of 1-(2,4-dihydroxy-3-propylphenyl)ethanone, 2.677 g of 4-[4-acetyl-3-[2-[2-[2-(2-bromoethoxy)ethoxy]ethoxy]ethoxy]-2-propylphenoxy]butanoic acid ethyl ester and 1.0 g of anhydrous potassium carbonate in 40 ml of anhydrous acetone was stirred at reflux for 17 hours. An additional 1.0 g of potassium carbonate was added and reflux was continued for 25 hours. The reaction mixture was filtered and the filtrate was concentrated in vacuo to an oil which was chromatographed on 200... Reactants: SC=1NC=CN1 (2-mercaptoimidazole), Cl.CNC1=C(CCl)C=CC=C1 (2-methylaminobenzyl chloride hydrochloride). Run in C(C)O (ethanol). Reaction conditions: time 15 minute. The product is CNC1=C(CSC=2NC=CN2)C=CC=C1 (2-(2-methylaminobenzylthio)imidazole). Yield: 65.4%. As a reaction SMILES: [SH:1][C:2]1[NH:3][CH:4]=[CH:5][N:6]=1.Cl.[CH3:8][NH:9][C:10]1[CH:17]=[CH:16][CH:15]=[CH:14][C:11]=1[CH2:12]Cl>C(O)C>[CH3:8][NH:9][C:10]1[CH:17]=[CH:16][CH:15]=[CH:14][C:11]=1[CH2:12][S:1][C:2]1[NH:3][CH:4]=[CH:5][N:6]=1 |f:1.2|. Reported procedure: To a solution of 693 mg (6.9 mmol) of 2-mercaptoimidazole in 26 ml of ethanol was added 1.33 g (6.9 mmol) of 2-methylaminobenzyl chloride hydrochloride, and the mixture was stirred for 15 min. at room temperature. Ethanol was distilled off under reduced pressure. The residue was made alkaline by addition of saturated aqueous sodium hydrogencarbonate and then to the alkaline solution was added 20 ml of water to precipitate a crystalline product. The product was collected by filtration and washed ... The reactants are C(C)OC(C(C)(C)OC1=CC=C(C=C1)OCC=1C(=NC(=NC1)C1=CC=C(C=C1)C(F)(F)F)C1CC1)=O (2-{4-[4-cyclopropyl-2-(4-trifluoromethyl-phenyl)-pyrimidin-5-ylmethoxy]-phenoxy}-2-methyl-propionic acid ethyl ester), [Li+].[OH-] (LiOH). Solvent: O1CCCC1 (tetrahydrofurane), CCOCC (ether). The product is C1(CC1)C1=NC(=NC=C1COC1=CC=C(OC(C(=O)O)(C)C)C=C1)C1=CC=C(C=C1)C(F)(F)F (2-{4-[4-cyclopropyl-2-(4-trifluoromethyl-phenyl)-pyrimidin-5-ylmethoxy]-phenoxy}-2-methyl-propionic acid). Isolated yield 93.6%. As a reaction SMILES: C([O:3][C:4](=[O:36])[C:5]([O:8][C:9]1[CH:14]=[CH:13][C:12]([O:15][CH2:16][C:17]2[C:18]([CH:33]3[CH2:35][CH2:34]3)=[N:19][C:20]([C:23]3[CH:28]=[CH:27][C:26]([C:29]([F:32])([F:31])[F:30])=[CH:25][CH:24]=3)=[N:21][CH:22]=2)=[CH:11][CH:10]=1)([CH3:7])[CH3:6])C.[Li+].[OH-]>O1CCCC1.CCOCC>[CH:33]1([C:18]2[C:17]([CH2:16][O:15][C:12]3[CH:13]=[CH:14][C:9]([O:8][C:5]([CH3:7])([CH3:6])[C:4]([OH:36])=[O:3])=[CH:10][CH:11]=3)=[CH:22][N:21]=[C:20]([C:23]3[CH:28]=[CH:27][C:26]([C:29]([F:31])([F:32])[F:30])=[CH:25][CH:24]=3)[N:19]=2)[CH2:35][CH2:34]1 |f:1.2|. Reported procedure: 445 mg (0.889 mmol) of 2-{4-[4-cyclopropyl-2-(4-trifluoromethyl-phenyl)-pyrimidin-5-ylmethoxy]-phenoxy}-2-methyl-propionic acid ethyl ester and 2.7 ml 1N LiOH in 5 ml tetrahydrofurane were stirred at 50° C. over night. The reaction mixture was taken up in ether and washed with 1N HCl and water. The crude product was suspended with AcOEt/heptane 1:19. The resulting crystals were filtered off providing 393 mg pure 2-{4-[4-cyclopropyl-2-(4-trifluoromethyl-phenyl)-pyrimidin-5-ylmethoxy]-phenoxy}-2-m... Product: N(=C=S)C1CCN(CC1)C(=O)OCC (ethyl 4-isothiocyanato-1-piperidinecarboxylate), ( 14 ). The yield is 100.0%. Run at time 30 minute. Procedure: To a stirred and cooled mixture of 4 parts of sodium hydroxide in 60 parts of water were added successively 7.9 parts of carbon disulfide and 17.2 parts of ethyl 4-amino-1-piperidinecarboxylate at a temperature below 10° C. Stirring was continued for 30 minutes at this temperature. Then there were added dropwise 10.9 parts of ethyl carbonochloridate (exothermic reaction: temp. rises to about 35° C.). Upon completion, stirring was continued for 2 hours at 60° C. The reaction mixture was cooled an... As a reaction SMILES: [OH-].[Na+].O.[NH2:4][CH:5]1[CH2:10][CH2:9][N:8]([C:11]([O:13][CH2:14][CH3:15])=[O:12])[CH2:7][CH2:6]1.C(Cl)(=O)OCC.[C:22](=S)=[S:23]>>[N:4]([CH:5]1[CH2:6][CH2:7][N:8]([C:11]([O:13][CH2:14][CH3:15])=[O:12])[CH2:9][CH2:10]1)=[C:22]=[S:23] |f:0.1|. The reactants are C(OCC)(=O)Cl (ethyl carbonochloridate), [OH-].[Na+] (sodium hydroxide), O (water), NC1CCN(CC1)C(=O)OCC (ethyl 4-amino-1-piperidinecarboxylate), C(=S)=S (carbon disulfide). Starting materials: NC1=NC(=C2N=CN(C2=N1)[C@@H]1C[C@@H]([C@H](C1)O)CO)Cl ((+)-(1S, 2R, 4R)-4-(2-Amino-6chloro-9H-purin-9-yl)-2-(hydroxymethyl)cyclopentanol), C1(CC1)N (cyclopropylamine), [OH-].[Na+] (sodium hydroxide). Solvent: C(C)O (ethanol). Yields the product NC1=NC(=C2N=CN(C2=N1)[C@@H]1C[C@@H]([C@H](C1)O)CO)NC1CC1 ((+)-(1S, 2R, 4R)-4-[2-Amino-6-(cyclopropylamino)-9H-purin-9-yl]-2-(hydroxymethyl)-1-cvclopentanol). RXN SMILES: [NH2:1][C:2]1[N:10]=[C:9]2[C:5]([N:6]=[CH:7][N:8]2[C@H:11]2[CH2:15][C@H:14]([OH:16])[C@@H:13]([CH2:17][OH:18])[CH2:12]2)=[C:4](Cl)[N:3]=1.[CH:20]1([NH2:23])[CH2:22][CH2:21]1.[OH-].[Na+]>C(O)C>[NH2:1][C:2]1[N:10]=[C:9]2[C:5]([N:6]=[CH:7][N:8]2[C@H:11]2[CH2:15][C@H:14]([OH:16])[C@@H:13]([CH2:17][OH:18])[CH2:12]2)=[C:4]([NH:23][CH:20]2[CH2:22][CH2:21]2)[N:3]=1 |f:2.3|. Reported procedure: (+)-(1S, 2R, 4R)-4-(2-Amino-6chloro-9H-purin-9-yl)-2-(hydroxymethyl)cyclopentanol (425 mg, 1.5 mmol), cyclopropylamine (Aldrich, 1.4 mL), and ethanol (4 mL) were refluxed for 3 hours. To the cooled solution was added 1N sodium hydroxide (1.5 mL. The residual oil left on evaporation of volatiles under vacuum was chromatographed on silica gel. Title compound was eluted with methanol: ethyl acetate/15:85 as a white solid foam which solidified to white powder in methanol-acetonitrile (309 mg, 68%); ... The reactants are CCO, Cn1nc(C(F)(F)F)n(-c2ccc([N+](=O)[O-])cc2Cl)c1=S, Cl, [Fe], O. Yields the product Cn1nc(C(F)(F)F)n(-c2ccc(N)cc2Cl)c1=S. As a reaction SMILES: [CH3:1][CH2:2][OH:3].[Cl:4][c:5]1[c:6](-[n:14]2[c:15]([C:21]([F:22])([F:23])[F:24])[n:16][n:17]([CH3:20])[c:18]2=[S:19])[cH:7][cH:8][c:9]([N+:11]([O-:12])=[O:13])[cH:10]1.[ClH:25].[Fe:27].[OH2:26]>>[Cl:4][c:5]1[c:6](-[n:14]2[c:15]([C:21]([F:22])([F:23])[F:24])[n:16][n:17]([CH3:20])[c:18]2=[S:19])[cH:7][cH:8][c:9]([NH2:11])[cH:10]1. Starting materials: ClC1=NC=NC2=CC=C(C=C12)F (4-chloro-6-fluoroquinazoline), ClC=1C=C(N)C=CC1Cl (3,4-dichloroaniline). Solvent: C(C)(C)O (isopropanol). Yields the product Cl.ClC=1C=C(NC2=NC=NC3=CC=C(C=C23)F)C=CC1Cl (4-(3,4-dichloroanilino)-6-fluoroquinazoline hydrochloride). The yield is 84.8%. RXN SMILES: [Cl:1][C:2]1[C:11]2[C:6](=[CH:7][CH:8]=[C:9]([F:12])[CH:10]=2)[N:5]=[CH:4][N:3]=1.[Cl:13][C:14]1[CH:15]=[C:16]([CH:18]=[CH:19][C:20]=1[Cl:21])[NH2:17]>C(O)(C)C>[ClH:1].[Cl:13][C:14]1[CH:15]=[C:16]([CH:18]=[CH:19][C:20]=1[Cl:21])[NH:17][C:2]1[C:11]2[C:6](=[CH:7][CH:8]=[C:9]([F:12])[CH:10]=2)[N:5]=[CH:4][N:3]=1 |f:3.4|. Procedure details: A mixture of 4-chloro-6-fluoroquinazoline (2 g), 3,4-dichloroaniline (1.78 g) and isopropanol (30 ml) was heated at reflux for 2 hours. The resulting solid was filtered off, washed with isopropanol and with diethyl ether to give 4-(3,4-dichloroanilino)-6-fluoroquinazoline hydrochloride (3.2 g), m.p. >300° C.; NMR Spectrum: (CD3SOCD3) 7.74 (d, 1H), 7.88 (m, 1H), 8.07 (m, 2H), 8.24 (d, 1H), 8.97 (m, 1H), 8.98 (s, 1H); Reactants: CN1C2C(CCC1CC2)(C2=CC=CC=C2)NC(C)=O (N-((1RS,2RS,5SR)-8-methyl-2-phenyl-8-aza bicyclo[3.2.1]oct-2-yl)-acetamide), [OH-].[Na+] (NaOH). The solvent is Cl (HCl). The product is CN1C2C(CCC1CC2)(C2=CC=CC=C2)N ((1RS,2RS,5SR)-8-Methyl-2-phenyl-8-aza-bicyclo[3.2.1]oct-2-ylamine). RXN SMILES: [CH3:1][N:2]1[CH:7]2[CH2:8][CH2:9][CH:3]1[C:4]([NH:16]C(=O)C)([C:10]1[CH:15]=[CH:14][CH:13]=[CH:12][CH:11]=1)[CH2:5][CH2:6]2.[OH-].[Na+]>Cl>[CH3:1][N:2]1[CH:7]2[CH2:8][CH2:9][CH:3]1[C:4]([NH2:16])([C:10]1[CH:15]=[CH:14][CH:13]=[CH:12][CH:11]=1)[CH2:5][CH2:6]2 |f:1.2|. Procedure: A solution of 90 mg (0.348 mmol) N-((1RS,2RS,5SR)-8-methyl-2-phenyl-8-aza bicyclo[3.2.1]oct-2-yl)-acetamide in 1.8 ml HCl 5N was heated in a 105° C. oil bath for 27 hours. The solution was cooled in an ice bath and basified with a NaOH 5N solution. The aqueous layer was extracted 3 times with dichloromethane. The combined extracts were dried over sodiumsulfate, filtered and concentrated in vacuo to provide 71 mg (y: 94.2%) of the title compound as an off-white solid. MS (m/e): 217.4 (M+H+).